Dataset: the Open Reaction Database (ORD), a public repository of structured organic reaction records. Task: describe an organic reaction: reactants, conditions, products, and yield Reactants: C=CCOC(=O)N1CC(O[Si](C)(C)C(C)(C)C)CC1CCO, C[O-], CO, ClCCl, Cl, [Na+]. Product: C=CCOC(=O)N1CC(O)CC1CCO. RXN SMILES: [CH2:1]([CH:2]=[CH2:3])[O:4][C:5](=[O:6])[N:7]1[CH:8]([CH2:20][CH2:21][OH:22])[CH2:9][CH:10]([O:12][Si:13]([C:14]([CH3:15])([CH3:16])[CH3:17])([CH3:18])[CH3:19])[CH2:11]1.[CH3:24][O-:25].[CH3:27][OH:28].[Cl:29][CH2:30][Cl:31].[ClH:23].[Na+:26]>>[CH2:1]([CH:2]=[CH2:3])[O:4][C:5](=[O:6])[N:7]1[CH:8]([CH2:20][CH2:21][OH:22])[CH2:9][CH:10]([OH:12])[CH2:11]1. The reactants are CC(C)(C)OC(=O)N1CCN(C(=O)c2ccc(Br)cc2F)CC1, O=C1NC(COC(=O)c2ccccc2)CO1. The product is CC(C)(C)OC(=O)N1CCN(C(=O)c2ccc(N3C(=O)OCC3COC(=O)c3ccccc3)cc2F)CC1. As a reaction SMILES: [C:1]([CH3:2])([CH3:3])([CH3:4])[O:5][C:6](=[O:7])[N:8]1[CH2:9][CH2:10][N:11]([C:14]([c:15]2[c:16]([F:22])[cH:17][c:18]([Br:21])[cH:19][cH:20]2)=[O:23])[CH2:12][CH2:13]1.[O:24]=[C:25]1[O:26][CH2:27][CH:28]([CH2:30][O:31][C:32]([c:33]2[cH:34][cH:35][cH:36][cH:37][cH:38]2)=[O:39])[NH:29]1>>[C:1]([CH3:2])([CH3:3])([CH3:4])[O:5][C:6](=[O:7])[N:8]1[CH2:9][CH2:10][N:11]([C:14]([c:15]2[c:16]([F:22])[cH:17][c:18]([N:29]3[C:25](=[O:24])[O:26][CH2:27][CH:28]3[CH2:30][O:31][C:32]([c:33]3[cH:34][cH:35][cH:36][cH:37][cH:38]3)=[O:39])[cH:19][cH:20]2)=[O:23])[CH2:12][CH2:13]1.